Dataset: the Open Reaction Database (ORD), a public repository of structured organic reaction records. Task: describe an organic reaction: reactants, conditions, products, and yield Reactants: C(C)(C)(C)OC(=O)N(C(C)C=1C=C(C(=NC1)Cl)CCCNC(OC)=O)C1CC1 (methyl [3-(5-{1-[(tert-butoxycarbonyl)(cyclopropyl)amino]ethyl}-2-chloropyridin-3-yl)propyl]carbamate), C(=C)B1OC(C)(C)C(C)(C)O1 (vinyl boronic acid pinacol ester), C([O-])([O-])=O.[Na+].[Na+] (sodium carbonate). Reagents/catalysts: Cl[Pd]([P](C1=CC=CC=C1)(C2=CC=CC=C2)C3=CC=CC=C3)([P](C4=CC=CC=C4)(C5=CC=CC=C5)C6=CC=CC=C6)Cl (dichlorobis(triphenylphosphine)palladium). Run in C(OC)COC (dimethoxyethane). Run at temperature 85 celsius, time 17 hour. Product: C(C)(C)(C)OC(=O)N(C(C)C=1C=C(C(=NC1)C=C)CCCNC(OC)=O)C1CC1 (methyl [3-(5-{1-[(tert-butoxycarbonyl)(cyclopropyl)amino]ethyl}-2-vinylpyridin-3-yl)propyl]carbamate). As a reaction SMILES: [C:1]([O:5][C:6]([N:8]([CH:26]1[CH2:28][CH2:27]1)[CH:9]([C:11]1[CH:12]=[C:13]([CH2:18][CH2:19][CH2:20][NH:21][C:22](=[O:25])[O:23][CH3:24])[C:14](Cl)=[N:15][CH:16]=1)[CH3:10])=[O:7])([CH3:4])([CH3:3])[CH3:2].[CH:29](B1OC(C)(C)C(C)(C)O1)=[CH2:30].C(=O)([O-])[O-].[Na+].[Na+]>C(COC)OC.Cl[Pd](Cl)([P](C1C=CC=CC=1)(C1C=CC=CC=1)C1C=CC=CC=1)[P](C1C=CC=CC=1)(C1C=CC=CC=1)C1C=CC=CC=1>[C:1]([O:5][C:6]([N:8]([CH:26]1[CH2:28][CH2:27]1)[CH:9]([C:11]1[CH:12]=[C:13]([CH2:18][CH2:19][CH2:20][NH:21][C:22](=[O:25])[O:23][CH3:24])[C:14]([CH:29]=[CH2:30])=[N:15][CH:16]=1)[CH3:10])=[O:7])([CH3:4])([CH3:3])[CH3:2] |f:2.3.4,^1:54,73|. Procedure: to a solution of methyl [3-(5-{1-[(tert-butoxycarbonyl)(cyclopropyl)amino]ethyl}-2-chloropyridin-3-yl)propyl]carbamate (380 mg) in dimethoxyethane (8 mL) were added vinyl boronic acid pinacol ester (235 μL), 2M sodium carbonate (1.38 mL) and dichlorobis(triphenylphosphine)palladium (II) (65 mg), and the mixture was stirred at 85° C. for 17 hours. The reaction solution was cooled, and then an insoluble was filtered off through Celite, and to the filtrate was added water, and the mixture was extra... Reactants: CN1CCC(CC1)O (1-methyl-4-piperidinol), solution, C(=O)(Cl)Cl (phosgene), C([O-])([O-])=O.[Na+].[Na+] (sodium carbonate), C1=CC=CC=2NC3=C(NC(C21)=O)C=CC=C3 (5,10-dihydro-11H-dibenzo[b,e][1,4]diazepin-11-one). The solvent is C1(=CC=CC=C1)C (toluene), O1CCOCC1 (dioxane). Run at time 60 minute. Yields the product CN1CCC(CC1)OC(=O)N1C2=C(NC(C3=C1C=CC=C3)=O)C=CC=C2 (5,10-Dihydro-5-{[(1-methyl-4-piperidinyl)oxy]carbonyl}-11H-dibenzo[b,e][1,4]diazepin-11-one). As a reaction SMILES: [CH3:1][N:2]1[CH2:7][CH2:6][CH:5]([OH:8])[CH2:4][CH2:3]1.[C:9](Cl)(Cl)=[O:10].C(=O)([O-])[O-].[Na+].[Na+].[CH:19]1[C:29]2[C:28](=[O:30])[NH:27][C:26]3[CH:31]=[CH:32][CH:33]=[CH:34][C:25]=3[NH:24][C:23]=2[CH:22]=[CH:21][CH:20]=1>C1(C)C=CC=CC=1.O1CCOCC1>[CH3:1][N:2]1[CH2:7][CH2:6][CH:5]([O:8][C:9]([N:24]2[C:23]3[CH:22]=[CH:21][CH:20]=[CH:19][C:29]=3[C:28](=[O:30])[NH:27][C:26]3[CH:31]=[CH:32][CH:33]=[CH:34][C:25]2=3)=[O:10])[CH2:4][CH2:3]1 |f:2.3.4|. Procedure: A quantity of 4.9 gm (0.0425 mol) of 1-methyl-4-piperidinol was added dropwise to a mixture of 22.5 ml of a 20% solution of phosgene in toluene, 100 ml of dioxane, and 4.75 gm (0.045 mol) of anhydrous sodium carbonate while external cooling with ice was carried out. The mixture was stirred for a further 60 minutes at ambient temperature, 9.0 gm (0.0428 mol) of 5,10-dihydro-11H-dibenzo[b,e][1,4]diazepin-11-one were added to the reaction mixture, and this was then refluxed for four hours. The mixt...